From a dataset of the Open Reaction Database (ORD), a public repository of structured organic reaction records. describe an organic reaction: reactants, conditions, products, and yield Starting materials: CCOCC, COc1ccc(CC2CCNCC2)cc1, O=C1Cc2cc(NC(=O)C(=O)O)ccc2N1. Product: COc1ccc(CC2CCN(C(=O)C(=O)Nc3ccc4c(c3)CC(=O)N4)CC2)cc1. Reaction SMILES: [CH2:32]([O:33][CH2:34][CH3:35])[CH3:36].[CH3:17][O:18][c:19]1[cH:20][cH:21][c:22]([CH2:23][CH:24]2[CH2:25][CH2:26][NH:27][CH2:28][CH2:29]2)[cH:30][cH:31]1.[O:1]=[C:2]1[NH:3][c:4]2[cH:5][cH:6][c:7]([NH:11][C:12]([C:13](=[O:14])[OH:15])=[O:16])[cH:8][c:9]2[CH2:10]1>>[O:1]=[C:2]1[NH:3][c:4]2[cH:5][cH:6][c:7]([NH:11][C:12]([C:13](=[O:15])[N:27]3[CH2:26][CH2:25][CH:24]([CH2:23][c:22]4[cH:21][cH:20][c:19]([O:18][CH3:17])[cH:31][cH:30]4)[CH2:29][CH2:28]3)=[O:16])[cH:8][c:9]2[CH2:10]1. Procedure: A solution of (4-methoxyphenyl)[1-(2-phenylethyl)-4-piperidinyl]-methanone hydrochloride (3.5 g, 9.7 mmol) in absolute EtOH (75 ml) was treated with sodium methoxide (0.53 g, 9.7 mmol) followed by sodium borohydride (1.08 g, 20 mmol) and the mixture stirred for 42 h at room temperature. The reaction mixture was filtered and the filtrate concentrated to a solid residue which was dissolved in absolute Et2O and treated with HCl (9.7 mmol) dissolved in CH3OH/EtOAc (1:3, 8 ml). The resulting precipit... As a reaction SMILES: [ClH:1].[CH3:2][O:3][C:4]1[CH:9]=[CH:8][C:7]([C:10]([CH:12]2[CH2:17][CH2:16][N:15]([CH2:18][CH2:19][C:20]3[CH:25]=[CH:24][CH:23]=[CH:22][CH:21]=3)[CH2:14][CH2:13]2)=[O:11])=[CH:6][CH:5]=1.C[O-].[Na+].[BH4-].[Na+].Cl>CCO.CO.CCOC(C)=O>[ClH:1].[CH3:2][O:3][C:4]1[CH:5]=[CH:6][C:7]([CH:10]([CH:12]2[CH2:13][CH2:14][N:15]([CH2:18][CH2:19][C:20]3[CH:25]=[CH:24][CH:23]=[CH:22][CH:21]=3)[CH2:16][CH2:17]2)[OH:11])=[CH:8][CH:9]=1 |f:0.1,2.3,4.5,8.9,10.11|. The solvent is CCO (EtOH), CO.CCOC(=O)C (CH3OH EtOAc). The reactants are Cl.COC1=CC=C(C=C1)C(=O)C1CCN(CC1)CCC1=CC=CC=C1 ((4-methoxyphenyl)[1-(2-phenylethyl)-4-piperidinyl]-methanone hydrochloride), C[O-].[Na+] (sodium methoxide), Cl (HCl), [BH4-].[Na+] (sodium borohydride). Run at time 42 hour. Product: Cl.COC1=CC=C(C=C1)C(O)C1CCN(CC1)CCC1=CC=CC=C1 (alpha-(4-methoxyphenyl)-1-(2-phenylethyl)-4-piperidinemethanol hydrochloride).